From a dataset of the Open Reaction Database (ORD), a public repository of structured organic reaction records. describe an organic reaction: reactants, conditions, products, and yield The reactants are COC1=C(C=C(C(=C1)OCOC)OC)OCOC (1,4-dimethoxy-2,5-bis(methoxymethoxy)benzene), [Si](C)(C)(C(C)(C)C)OCCBr (2-bromoethyl tert-butyldimethylsilyl ether), [I-].[Na+] (sodium iodide), C(C)(CC)[Li] (sec-butyllithium). Solvent: C(C)OCC (diethyl ether), C1=CC=CC=C1 (benzene), CN(P(N(C)C)(N(C)C)=O)C (hexamethylphosphoric triamide), O1CCCC1 (tetrahydrofuran). Conditions: temperature -78 celsius, time 30 minute. Yields the product [Si](C)(C)(C(C)(C)C)OCCC1=C(C(=CC(=C1OCOC)OC)OCOC)OC (2-[2,5-dimethoxy-3,6-bis(methoxymethoxy)phenyl]ethyl tert-butyldimethylsilyl ether). As a reaction SMILES: [CH3:1][O:2][C:3]1[CH:8]=[C:7]([O:9][CH2:10][O:11][CH3:12])[C:6]([O:13][CH3:14])=[CH:5][C:4]=1[O:15][CH2:16][O:17][CH3:18].C([Li])(CC)C.[Si:24]([O:31][CH2:32][CH2:33]Br)([C:27]([CH3:30])([CH3:29])[CH3:28])([CH3:26])[CH3:25].[I-].[Na+]>O1CCCC1.C(OCC)C.C1C=CC=CC=1.CN(C)P(=O)(N(C)C)N(C)C>[Si:24]([O:31][CH2:32][CH2:33][C:5]1[C:4]([O:15][CH2:16][O:17][CH3:18])=[C:3]([O:2][CH3:1])[CH:8]=[C:7]([O:9][CH2:10][O:11][CH3:12])[C:6]=1[O:13][CH3:14])([C:27]([CH3:30])([CH3:29])[CH3:28])([CH3:26])[CH3:25] |f:3.4|. Reported procedure: 126 Milligrams of 1,4-dimethoxy-2,5-bis(methoxymethoxy)benzene was dissolved in 2 ml of anhydrous tetrahydrofuran, then 0.2 ml of hexamethylphosphoric triamide was added to the solution and whole mixture was cooled to -78° C. in a dry ice-acetone bath. Under argon gas stream conditions, 0.5 ml of sec-butyllithium was added dropwise to the reaction mixture and stirred for 30 minutes. Then 140 mg of 2-bromoethyl tert-butyldimethylsilyl ether and 70 mg of anhydrous sodium iodide were added to the r... Starting materials: C(C)N1C=C(C(C2=CC(=C(C=C12)Cl)F)=O)C(=O)O (1-ethyl-7-chloro-1,4-dihydro-6-fluoro-4-oxoquinoline-3-carboxylic acid), O=C1NCCNC1 (2-oxopiperazine), N1=CC=CC=C1 (pyridine), C(C)(=O)O (acetic acid). Solvent: [OH-].[Na+] (NaOH). Product: C(C)N1C=C(C(C2=CC(=C(C=C12)N1CC(NCC1)=O)F)=O)C(=O)O (1-ethyl-1,4-dihydro-6-fluoro-7-(3-oxo-1-piperazinyl)-4-oxoquinoline-3-carboxylic acid). The yield is 32.4%. RXN SMILES: [CH2:1]([N:3]1[C:12]2[C:7](=[CH:8][C:9]([F:14])=[C:10](Cl)[CH:11]=2)[C:6](=[O:15])[C:5]([C:16]([OH:18])=[O:17])=[CH:4]1)[CH3:2].[O:19]=[C:20]1[CH2:25][NH:24][CH2:23][CH2:22][NH:21]1.N1C=CC=CC=1.C(O)(=O)C>[OH-].[Na+]>[CH2:1]([N:3]1[C:12]2[C:7](=[CH:8][C:9]([F:14])=[C:10]([N:24]3[CH2:23][CH2:22][NH:21][C:20](=[O:19])[CH2:25]3)[CH:11]=2)[C:6](=[O:15])[C:5]([C:16]([OH:18])=[O:17])=[CH:4]1)[CH3:2] |f:4.5|. Procedure: A mixture of 1-ethyl-7-chloro-1,4-dihydro-6-fluoro-4-oxoquinoline-3-carboxylic acid (0.80 g), 2-oxopiperazine (3.0 g) and 4 ml pyridine was heated for 18 hours. The reaction mixture was evaporated under vacuum, an aqueous solution of caustic soda was added to adjust the pH to 10, ice cooled and the undissolved matter was collected and washed with a small amount of an aqueous solution of NaOH. The filtered product was suspended in water, acidified with acetic acid, filtered and washed. The produc... The reactants are BrCC(O)C1=CC=C(C=2N=C(SC21)NC(O)=O)OC (rac-[7-(2-bromo-1 -hydroxy-ethyl)-4-methoxy-benzothiazol-2-yl]-carbamic acid). The reagents and catalysts are O=[Mn]=O (MnO2). Solvent: C(Cl)(Cl)Cl (CHCl3). Yields the product BrCC(=O)C1=CC=C(C=2N=C(SC21)NC(O)=O)OC ((7-Bromoacetyl-4-methoxy-benzothiazol-2-yl)-carbamic acid). The yield is 73.0%. As a reaction SMILES: [Br:1][CH2:2][CH:3]([C:5]1[C:13]2[S:12][C:11]([NH:14][C:15](=[O:17])[OH:16])=[N:10][C:9]=2[C:8]([O:18][CH3:19])=[CH:7][CH:6]=1)[OH:4]>C(Cl)(Cl)Cl.O=[Mn]=O>[Br:1][CH2:2][C:3]([C:5]1[C:13]2[S:12][C:11]([NH:14][C:15](=[O:16])[OH:17])=[N:10][C:9]=2[C:8]([O:18][CH3:19])=[CH:7][CH:6]=1)=[O:4]. Procedure details: 1.6 g of rac-[7-(2-bromo-1 -hydroxy-ethyl)-4-methoxy-benzothiazol-2-yl]-carbamic acid methyll ester (0.0044 Mol) were dissolved in CHCl3 (100 ml) and treated with 3.8 g of MnO2 (0.044 Mol) for 3 hrs. at 70° C. The hot reaction mixture was filtered and subsequently concentrated. The crude product was crystallized from Et2O to yield the title compound as a beige solid (73%); F.p.: 250-260° C. (dec.). Starting materials: Cl.NC1=C(C=NC=C1)C=O (4-amino-3-pyridine carboxaldehyde hydrochloride), COC1=C(C(=CC=C1)OC)CCC#N (3-(2,6-dimethoxyphenyl)propionitrile), CC(C)(C)[O-].[K+] (potassium tert-butylate). Product: COC1=C(CC=2C(=NC3=CC=NC=C3C2)N)C(=CC=C1)OC (3-(2,6-Dimethoxybenzyl)-1,6-naphthyridin-2-amine). RXN SMILES: Cl.[NH2:2][C:3]1[CH:8]=[CH:7][N:6]=[CH:5][C:4]=1[CH:9]=O.[CH3:11][O:12][C:13]1[CH:18]=[CH:17][CH:16]=[C:15]([O:19][CH3:20])[C:14]=1[CH2:21][CH2:22][C:23]#[N:24].CC([O-])(C)C.[K+]>>[CH3:20][O:19][C:15]1[CH:16]=[CH:17][CH:18]=[C:13]([O:12][CH3:11])[C:14]=1[CH2:21][C:22]1[C:23]([NH2:24])=[N:2][C:3]2[C:4]([CH:9]=1)=[CH:5][N:6]=[CH:7][CH:8]=2 |f:0.1,3.4|. Procedure: The title compound was synthesized according to EXAMPLE 11 from 4-amino-3-pyridine carboxaldehyde hydrochloride and 3-(2,6-dimethoxyphenyl)propionitrile. One equivalent of potassium tert-butylate was additionally used. Starting materials: B, C1CCOC1, CO, NC(=O)C(C1CCCCC1)n1c(-c2ccc(Cl)cc2)nc2cc(F)c(F)cc21, Cl, C1CCOC1. Yields the product NCC(C1CCCCC1)n1c(-c2ccc(Cl)cc2)nc2cc(F)c(F)cc21. RXN SMILES: [BH3:29].[CH2:30]1[O:31][CH2:32][CH2:33][CH2:34]1.[CH3:35][OH:36].[Cl:1][c:2]1[cH:3][cH:4][c:5](-[c:8]2[n:9][c:10]3[c:11]([n:12]2[CH:13]([C:14](=[O:15])[NH2:16])[CH:17]2[CH2:18][CH2:19][CH2:20][CH2:21][CH2:22]2)[cH:23][c:24]([F:28])[c:25]([F:27])[cH:26]3)[cH:6][cH:7]1.[ClH:37].[O:38]1[CH2:39][CH2:40][CH2:41][CH2:42]1>>[Cl:1][c:2]1[cH:3][cH:4][c:5](-[c:8]2[n:9][c:10]3[c:11]([n:12]2[CH:13]([CH2:14][NH2:16])[CH:17]2[CH2:18][CH2:19][CH2:20][CH2:21][CH2:22]2)[cH:23][c:24]([F:28])[c:25]([F:27])[cH:26]3)[cH:6][cH:7]1. Starting materials: N1C=CC2=CC(=CC=C12)CN1C(=NC=2C1=NC(=CC2C)C)CC (3-(5-indolyl)methyl-5,7-dimethyl-2-ethyl-3H-imidazo[4,5-b]pyridine), [H-].[Na+] (NaH), CN(C)C=O (DMF), C1=2C(=O)OC(NC1=CC=CC2)=O (Isatoic anhydride). Yields the product C(N)(=O)C1=C(C(=O)N2C=CC3=CC(=CC=C23)CN2C(=NC=3C2=NC(=CC3C)C)CC)C=CC=C1 (3-[N-(2-carbamylbenzoyl)-5-indolyl]methyl-5,7-dimethyl-2-ethyl-3H-imidazo[4,5-b]pyridine). Isolated yield 77.0%. Reaction SMILES: [NH:1]1[C:9]2[C:4](=[CH:5][C:6]([CH2:10][N:11]3[C:15]4=[N:16][C:17]([CH3:21])=[CH:18][C:19]([CH3:20])=[C:14]4[N:13]=[C:12]3[CH2:22][CH3:23])=[CH:7][CH:8]=2)[CH:3]=[CH:2]1.[H-].[Na+].[C:26]12[C:32](=[CH:33][CH:34]=[CH:35][CH:36]=1)NC(=O)O[C:27]2=[O:28].C[N:39]([CH:41]=[O:42])C>>[C:41]([C:36]1[CH:35]=[CH:34][CH:33]=[CH:32][C:26]=1[C:27]([N:1]1[C:9]2[C:4](=[CH:5][C:6]([CH2:10][N:11]3[C:15]4=[N:16][C:17]([CH3:21])=[CH:18][C:19]([CH3:20])=[C:14]4[N:13]=[C:12]3[CH2:22][CH3:23])=[CH:7][CH:8]=2)[CH:3]=[CH:2]1)=[O:28])(=[O:42])[NH2:39] |f:1.2|. Reported procedure: To a solution of the product of Example 2, Step A (200 mg, 0.66 mmol) in 7 mL of DMF was added NaH (53 mg, 1.23 mmol) and the mixture stirred for a few minutes. Isatoic anhydride (160 mg, 0.99 mmol) was added to the reaction mixture and it was stirred for 16 hours. The solvent was removed in vacuo and the resultant residue was flash column chromatographed with 15% of (10/1) mixture of MeOH/NH4OH in CHCl3 to give titled compound (236 mg, 77%).